Dataset: the Open Reaction Database (ORD), a public repository of structured organic reaction records. Task: describe an organic reaction: reactants, conditions, products, and yield Starting materials: C1CCOC1, COC(CCn1cc(-c2ccc(C)nc2Cl)c(=O)[nH]c1=O)OC. Product: Cc1ccc(-c2cn(CCC=O)c(=O)[nH]c2=O)c(Cl)n1. As a reaction SMILES: [CH2:24]1[O:25][CH2:26][CH2:27][CH2:28]1.[Cl:1][c:2]1[n:3][c:4]([CH3:23])[cH:5][cH:6][c:7]1-[c:8]1[c:9](=[O:22])[nH:10][c:11](=[O:21])[n:12]([CH2:14][CH2:15][CH:16]([O:17][CH3:20])[O:18][CH3:19])[cH:13]1>>[Cl:1][c:2]1[n:3][c:4]([CH3:23])[cH:5][cH:6][c:7]1-[c:8]1[c:9](=[O:22])[nH:10][c:11](=[O:21])[n:12]([CH2:14][CH2:15][CH:16]=[O:17])[cH:13]1. Reactants: CC(C)([O-])C.[K+] (potassium tert-butoxide), CC(C)([O-])C.[K+] (potassium tert-butoxide), C1(CCCC1)OC=1C=C(C=O)C=CC1OC (3-cyclopentyloxy-4-methoxybenzaldehyde), ClC(P(OC1=CC=CC=C1)(=O)OC1=CC=CC=C1)C1=CC=NC=C1 (diphenyl 1-chloro-1-(4-pyridyl)methanephosphonate). Run in O1CCOCC1 (dioxane), O (water). Run at time 1 hour. The product is C1(CCCC1)OC=1C=C(C=CC1OC)C#CC1=CC=NC=C1 ((3-Cyclopentyloxy-4-methoxyphenyl)(4-pyridyl)acetylene). Yield: 58.3%. Reaction SMILES: [CH:1]1([O:6][C:7]2[CH:8]=[C:9]([CH:12]=[CH:13][C:14]=2[O:15][CH3:16])[CH:10]=O)[CH2:5][CH2:4][CH2:3][CH2:2]1.Cl[CH:18]([C:35]1[CH:40]=[CH:39][N:38]=[CH:37][CH:36]=1)P(OC1C=CC=CC=1)(=O)OC1C=CC=CC=1.CC(C)([O-])C.[K+]>O1CCOCC1.O>[CH:1]1([O:6][C:7]2[CH:8]=[C:9]([C:10]#[C:18][C:35]3[CH:40]=[CH:39][N:38]=[CH:37][CH:36]=3)[CH:12]=[CH:13][C:14]=2[O:15][CH3:16])[CH2:5][CH2:4][CH2:3][CH2:2]1 |f:2.3|. Reported procedure: To a suspension of 3-cyclopentyloxy-4-methoxybenzaldehyde (6.07 g, 27.6 mmol) and diphenyl 1-chloro-1-(4-pyridyl)methanephosphonate (J. Org. Chem., 1992, 57, 1622) (9.03 g, 52.1 mmol) in dioxane (150 mL) there was added in portions potassium tert-butoxide (7.03 g, 62.8 mmol). The mixture was stirred at room temperature for 1 h and then refluxed. After 3.5 h, there was added another 7 g of potassium tert-butoxide and refluxing was continued for 18 h. After cooling, the mixture was diluted with wa... The reactants are BrCC=1C(=NC2=CC=CC(=C2N1)Cl)C1=C(C=CC=C1)Cl (3-(bromomethyl)-5-chloro-2-(2-chlorophenyl)quinoxaline), BrCC1=NC2=CC=CC(=C2N=C1C1=C(C=CC=C1)Cl)Cl (2-(bromomethyl)-5-chloro-3-(2-chlorophenyl)-quinoxaline), CN(C)C=O (DMF), [N-]=[N+]=[N-].[Na+] (sodium azide). Conditions: time 40 minute. The product is N(=[N+]=[N-])CC1=NC2=CC=CC(=C2N=C1C1=C(C=CC=C1)Cl)Cl (2-(azidomethyl)-5-chloro-3-(2-chlorophenyl)quinoxaline). RXN SMILES: BrCC1C(C2C=CC=CC=2Cl)=NC2C(N=1)=C(Cl)C=CC=2.Br[CH2:22][C:23]1[C:32]([C:33]2[CH:38]=[CH:37][CH:36]=[CH:35][C:34]=2[Cl:39])=[N:31][C:30]2[C:25](=[CH:26][CH:27]=[CH:28][C:29]=2[Cl:40])[N:24]=1.CN(C=O)C.[N-:46]=[N+:47]=[N-:48].[Na+]>>[N:46]([CH2:22][C:23]1[C:32]([C:33]2[CH:38]=[CH:37][CH:36]=[CH:35][C:34]=2[Cl:39])=[N:31][C:30]2[C:25](=[CH:26][CH:27]=[CH:28][C:29]=2[Cl:40])[N:24]=1)=[N+:47]=[N-:48] |f:3.4|. Reported procedure: To a stirring solution of a mixture of 3-(bromomethyl)-5-chloro-2-(2-chlorophenyl)quinoxaline and 2-(bromomethyl)-5-chloro-3-(2-chlorophenyl)-quinoxaline (8.5418 g, 23.21 mmol) in DMF (100.0 mL, 23.21 mmol) was added sodium azide (3.017 g, 46.42 mmol) at room temperature and the mixture was stirred at room temperature. After 40 min, the mixture was partitioned between EtOAc (200 mL) and H2O (100 mL). The organic layer was washed with brine (100 mL×1), dried over Na2SO4, filtered, and concentrate...